Dataset: the Open Reaction Database (ORD), a public repository of structured organic reaction records. Task: describe an organic reaction: reactants, conditions, products, and yield Starting materials: BrC=1C(=NC=C(C(=O)OC)C1)N1C[C@@H](CC1)O ((R)-methyl 5-bromo-6-(3-hydroxypyrrolidin-1-yl)nicotinate), O1C(CCCC1)N1N=CC=C1B1OC(C)(C)C(C)(C)O1 (1-(tetrahydro-2H-pyran-2-yl)-1H-pyrazole-5-boronic acid pinacol ester), [O-]P(=O)([O-])[O-].[K+].[K+].[K+] (K3PO4). Reagents/catalysts: Cl[Pd]([P](C1=CC=CC=C1)(C2=CC=CC=C2)C3=CC=CC=C3)([P](C4=CC=CC=C4)(C5=CC=CC=C5)C6=CC=CC=C6)Cl (Pd(PPh3)2Cl2). Solvent: C1(=CC=CC=C1)C (toluene). Conditions: temperature 92 celsius, time 16 hour. The product is O[C@H]1CN(CC1)C1=NC=C(C(=O)OC)C=C1C1=CC=NN1C1OCCCC1 (Methyl 6-((R)-3-hydroxypyrrolidin-1-yl)-5-(1-(tetrahydro-2H-pyran-2-yl)-1H-pyrazol-5-yl)nicotinate). RXN SMILES: Br[C:2]1[C:3]([N:12]2[CH2:16][CH2:15][C@@H:14]([OH:17])[CH2:13]2)=[N:4][CH:5]=[C:6]([CH:11]=1)[C:7]([O:9][CH3:10])=[O:8].[O:18]1[CH2:23][CH2:22][CH2:21][CH2:20][CH:19]1[N:24]1[C:28](B2OC(C)(C)C(C)(C)O2)=[CH:27][CH:26]=[N:25]1.[O-]P([O-])([O-])=O.[K+].[K+].[K+]>C1(C)C=CC=CC=1.Cl[Pd](Cl)([P](C1C=CC=CC=1)(C1C=CC=CC=1)C1C=CC=CC=1)[P](C1C=CC=CC=1)(C1C=CC=CC=1)C1C=CC=CC=1>[OH:17][C@@H:14]1[CH2:15][CH2:16][N:12]([C:3]2[C:2]([C:28]3[N:24]([CH:19]4[CH2:20][CH2:21][CH2:22][CH2:23][O:18]4)[N:25]=[CH:26][CH:27]=3)=[CH:11][C:6]([C:7]([O:9][CH3:10])=[O:8])=[CH:5][N:4]=2)[CH2:13]1 |f:2.3.4.5,^1:55,74|. Procedure details: A mixture of (R)-methyl 5-bromo-6-(3-hydroxypyrrolidin-1-yl)nicotinate (Stage 9.6, 90 g, 299 mmol), 1-(tetrahydro-2H-pyran-2-yl)-1H-pyrazole-5-boronic acid pinacol ester (103.9 g, 373.6 mmol), K3PO4 (126.9 g, 597.7 mmol), Pd(PPh3)2Cl2 (6.29 g, 8.97 mmol) in toluene (900 mL) was stirred at 92° C. and for 16 h. After cooling the mixture to RT, the solution was washed with water (450 mL), 5% NaHCO3 solution (430 mL) and the solvent was evaporated off under reduced pressure to give a residue which w... Reactants: O=CC(=O)O, Cc1nc(-c2ccc(C(F)(F)F)cc2)sc1CSc1ccc2c(c1)CCCC2=O, CCOC(C)=O, O. Yields the product Cc1nc(-c2ccc(C(F)(F)F)cc2)sc1CSc1ccc2c(c1)CCC(=CC(=O)O)C2=O. As a reaction SMILES: [C:31]([CH:32]=[O:33])(=[O:34])[OH:35].[CH3:1][c:2]1[n:3][c:4](-[c:20]2[cH:21][cH:22][c:23]([C:26]([F:27])([F:28])[F:29])[cH:24][cH:25]2)[s:5][c:6]1[CH2:7][S:8][c:9]1[cH:10][c:11]2[c:16]([cH:17][cH:18]1)[C:15](=[O:19])[CH2:14][CH2:13][CH2:12]2.[CH3:36][CH2:37][O:38][C:39]([CH3:40])=[O:41].[OH2:30]>>[CH3:1][c:2]1[n:3][c:4](-[c:20]2[cH:21][cH:22][c:23]([C:26]([F:27])([F:28])[F:29])[cH:24][cH:25]2)[s:5][c:6]1[CH2:7][S:8][c:9]1[cH:10][c:11]2[c:16]([cH:17][cH:18]1)[C:15](=[O:19])[C:14](=[CH:32][C:31](=[O:34])[OH:35])[CH2:13][CH2:12]2. Starting materials: CO, O=C(O)c1ccnc(-c2cc([N+](=O)[O-])ccc2Cl)c1, Cl, C1COCCO1. The product is COC(=O)c1ccnc(-c2cc([N+](=O)[O-])ccc2Cl)c1. As a reaction SMILES: [CH3:27][OH:28].[Cl:1][c:2]1[c:3](-[c:11]2[cH:12][c:13]([C:14](=[O:15])[OH:16])[cH:17][cH:18][n:19]2)[cH:4][c:5]([N+:8](=[O:9])[O-:10])[cH:6][cH:7]1.[ClH:20].[O:21]1[CH2:22][CH2:26][O:25][CH2:24][CH2:23]1>>[Cl:1][c:2]1[c:3](-[c:11]2[cH:12][c:13]([C:14](=[O:15])[O:16][CH3:22])[cH:17][cH:18][n:19]2)[cH:4][c:5]([N+:8](=[O:9])[O-:10])[cH:6][cH:7]1. Starting materials: C(C)(C)(C)OC(NC1(CCCC1)C#N)=O ((1-cyano-cyclopentyl)-carbamic acid tert-butyl ester), [H-].[H-].[H-].[H-].[Li+].[Al+3] (LiAlH4), O (water). Solvent: C1CCOC1 (THF). Conditions: time 3.5 hour. Yields the product C(C)(C)(C)OC(NC1(CCCC1)CN)=O ((1-Aminomethyl-cyclopentyl)-carbamic acid tert-butyl ester). RXN SMILES: [C:1]([O:5][C:6](=[O:15])[NH:7][C:8]1([C:13]#[N:14])[CH2:12][CH2:11][CH2:10][CH2:9]1)([CH3:4])([CH3:3])[CH3:2].[H-].[H-].[H-].[H-].[Li+].[Al+3].O>C1COCC1>[C:1]([O:5][C:6](=[O:15])[NH:7][C:8]1([CH2:13][NH2:14])[CH2:12][CH2:11][CH2:10][CH2:9]1)([CH3:4])([CH3:2])[CH3:3] |f:1.2.3.4.5.6|. Reported procedure: To a cooled 0° C. solution of (1-cyano-cyclopentyl)-carbamic acid tert-butyl ester (430 mg, 2.04 mmol) in dry THF (4.3 ml) under an atmosphere of argon is added dropwise 1.0 M LiAlH4 (6.13 ml, 6.13 mmol). The reaction mixture is allowed to warm to room temperature and stirred for 3.5 hours. The mixture is then re-cooled to 0° C. and cautiously quenched with water (0.4 ml): 15% NaOH (0.8 ml): water (1.2 ml) (1:2:3 eq). The resultant mixture is filtered through Celite® (filter material) to remove ... Reactants: CC(C)CC(C(=O)O)C(CNC(=O)c1ccccc1)C(=O)OC(C)(C)C, NNC(=O)OCc1ccccc1, CCN=C=NCCCN(C)C, CN(C)C=O, CCOC(C)=O, Cl. Product: CC(C)CC(C(=O)NNC(=O)OCc1ccccc1)C(CNC(=O)c1ccccc1)C(=O)OC(C)(C)C. RXN SMILES: [C:1]([c:2]1[cH:3][cH:4][cH:5][cH:6][cH:7]1)(=[O:8])[NH:9][CH2:10][CH:11]([C:12](=[O:13])[O:14][C:15]([CH3:16])([CH3:17])[CH3:18])[CH:19]([C:20](=[O:21])[OH:22])[CH2:23][CH:24]([CH3:25])[CH3:26].[C:27]([NH:28][NH2:29])(=[O:30])[O:31][CH2:32][c:33]1[cH:34][cH:35][cH:36][cH:37][cH:38]1.[CH2:40]([N:41]=[C:42]=[N:43][CH2:44][CH2:45][CH2:46][N:47]([CH3:48])[CH3:49])[CH3:50].[CH3:51][N:52]([CH3:53])[CH:54]=[O:55].[CH3:56][CH2:57][O:58][C:59](=[O:60])[CH3:61].[ClH:39]>>[C:1]([c:2]1[cH:3][cH:4][cH:5][cH:6][cH:7]1)(=[O:8])[NH:9][CH2:10][CH:11]([C:12](=[O:13])[O:14][C:15]([CH3:16])([CH3:17])[CH3:18])[CH:19]([C:20](=[O:21])[NH:29][NH:28][C:27](=[O:30])[O:31][CH2:32][c:33]1[cH:34][cH:35][cH:36][cH:37][cH:38]1)[CH2:23][CH:24]([CH3:25])[CH3:26]. The reactants are C1(=CC=CC=C1)C1CC(C(C(C1)=O)C(C=CC1=CC2=C(C=C1)OCO2)=O)=O (5-phenyl-2-[3-(3,4-methylenedioxyphenyl)-propenoyl]-cyclohexane-1,3-dione), [H][H] (hydrogen). The reagents and catalysts are [C].[Pd] (palladium-carbon). The solvent is O1CCCC1 (tetrahydrofuran). The product is C1(=CC=CC=C1)C1CC(C(C(C1)=O)C(CCC1=CC2=C(C=C1)OCO2)=O)=O (5-phenyl-2-[3-(3,4-methylenedioxyphenyl)-propionyl]-cyclohexane-1,3-dione). As a reaction SMILES: [C:1]1([CH:7]2[CH2:12][C:11](=[O:13])[CH:10]([C:14](=[O:26])[CH:15]=[CH:16][C:17]3[CH:22]=[CH:21][C:20]4[O:23][CH2:24][O:25][C:19]=4[CH:18]=3)[C:9](=[O:27])[CH2:8]2)[CH:6]=[CH:5][CH:4]=[CH:3][CH:2]=1.[H][H]>O1CCCC1.[C].[Pd]>[C:1]1([CH:7]2[CH2:12][C:11](=[O:13])[CH:10]([C:14](=[O:26])[CH2:15][CH2:16][C:17]3[CH:22]=[CH:21][C:20]4[O:23][CH2:24][O:25][C:19]=4[CH:18]=3)[C:9](=[O:27])[CH2:8]2)[CH:2]=[CH:3][CH:4]=[CH:5][CH:6]=1 |f:3.4|. Procedure: In 200 ml of tetrahydrofuran was dissolved 10.8 g of 5-phenyl-2-[3-(3,4-methylenedioxyphenyl)-propenoyl]-cyclohexane-1,3-dione prepared in step (1) above, and 2 g of a 5% palladium-carbon catalyst was added to the solution and catalytic reduction was carried out for 7 hours with hydrogen under atmospheric pressure. The catalyst was removed by filtration and tetrahydrofuran was removed by distillation. Recrystallization from isopropyl alcohol have 7.5 g (the yield being 70%) of the desired 5-phen...